Dataset: the Open Reaction Database (ORD), a public repository of structured organic reaction records. Task: describe an organic reaction: reactants, conditions, products, and yield Reactants: O=C(CC(=O)OC)[C@H](C=CCCCCC)O[SiH2]C(C)(C)C (methyl (4S)-3-oxo-4-tert-butylsilyloxyundec-5-enoate), Cl (hydrochloric acid), [Cl-].[Na+] (sodium chloride), [BH4-].[Na+] (NaBH4), C([C@H](O)[C@@H](O)C(=O)O)(=O)O (L-tartaric acid). Solvent: C1CCOC1 (THF), C(C)(=O)OCC (Ethyl acetate), C1CCOC1 (THF). Conditions: temperature -20 celsius, time 43 hour. Product: O[C@H](CC(=O)OC)[C@H](C=CCCCCC)O[SiH2]C(C)(C)C (methyl (3R, 4S)-3-hydroxy-4-tert-butylsilyloxyundec-5-enoate). Isolated yield 89.0%. As a reaction SMILES: [BH4-].[Na+].C(O)(=O)[C@@H]([C@H](C(O)=O)O)O.[O:13]=[C:14]([C@@H:20]([O:28][SiH2:29][C:30]([CH3:33])([CH3:32])[CH3:31])[CH:21]=[CH:22][CH2:23][CH2:24][CH2:25][CH2:26][CH3:27])[CH2:15][C:16]([O:18][CH3:19])=[O:17].Cl.[Cl-].[Na+]>C1COCC1.C(OCC)(=O)C>[OH:13][C@@H:14]([C@@H:20]([O:28][SiH2:29][C:30]([CH3:31])([CH3:33])[CH3:32])[CH:21]=[CH:22][CH2:23][CH2:24][CH2:25][CH2:26][CH3:27])[CH2:15][C:16]([O:18][CH3:19])=[O:17] |f:0.1,5.6|. Reported procedure: NaBH4 (2.03 g, 53.72 mmol) was added in portions to a solution of L-tartaric acid (8.06 g, 53.72 mmol) in dry THF (125 ml), and the suspension thus obtained was heated at reflux temperature for 2.75 h and then cooled to −20° C. A solution of methyl (4S)-3-oxo-4-tert-butylsilyloxyundec-5-enoate (5.38 g, 11.55 mmol) in dry THF (75 ml) was then added dropwise, the temperature remaining at −20° C. After 43 h, hydrochloric acid (1M, 125 ml) was added to the reaction mixture, on account of which the t... Reactants: CSCCCl (methylthioethyl chloride), [H-].[Na+] (sodium hydride), resultant mixture, 5-[, CC(C)(C)C=1C=C(C=C(C1O)C(C)(C)C)C=C1SCC(N1)=O ([3,5-Bis(1,1-dimethylethyl)-4-hydroxyphenyl]methylene-4-thiazolidinone), compound, CN(C)C=O (DMF). Run in Cl (hydrochloric acid), C(C)OCC (diethyl ether), Cl (hydrochloric acid). Run at temperature 100 celsius, time 6 day. Product: CC(C)(C)C=1C=C(C=C(C1O)C(C)(C)C)C=C1C(N(CS1)CCSC)=O (5-[[3,5-bis(1,1-dimethylethyl)-4-hydroxyphenyl]methylene]-3-[2-(methylthio)ethyl]-4-thiazolidinone). Reaction SMILES: [CH3:1][C:2]([C:5]1[CH:6]=[C:7]([CH:16]=[C:17]2NC(=O)C[S:18]2)[CH:8]=[C:9]([C:12]([CH3:15])([CH3:14])[CH3:13])[C:10]=1[OH:11])([CH3:4])[CH3:3].[H-].[Na+].[CH3:25][S:26][CH2:27]CCl.[CH3:30][N:31]([CH:33]=[O:34])[CH3:32]>C(OCC)C.Cl>[CH3:3][C:2]([C:5]1[CH:6]=[C:7]([CH:16]=[C:17]2[S:18][CH2:30][N:31]([CH2:32][CH2:25][S:26][CH3:27])[C:33]2=[O:34])[CH:8]=[C:9]([C:12]([CH3:14])([CH3:13])[CH3:15])[C:10]=1[OH:11])([CH3:1])[CH3:4] |f:1.2|. Procedure details: 26.7 g of 5-[[3,5-Bis(1,1-dimethylethyl)-4-hydroxyphenyl]methylene-4-thiazolidinone (i.e., the compound of Example 2) was dissolved in 418 ml of DMF to which was added 3.34 g of a 60% sodium hydride dispersion. The resultant mixture was stirred at 100° C. under an argon atmosphere. To this was added 8.33 ml of methylthioethyl chloride and the resulting black solution was stirred at 100° C. for 6 days. The material was allowed to cool to 30° C. after which insoluble material was filtered off. The... Starting materials: CCOC(=O)CC(=O)c1ccccc1, CN(C)CCC(=O)c1ccccc1, CC[O-], CCO, Cl, [Na+]. Product: CCOC(=O)C(CCC(=O)c1ccccc1)C(=O)c1ccccc1. As a reaction SMILES: [C:15]([c:16]1[cH:17][cH:18][cH:19][cH:20][cH:21]1)(=[O:22])[CH2:23][C:24](=[O:25])[O:26][CH2:27][CH3:28].[CH3:2][N:3]([CH2:4][CH2:5][C:6](=[O:7])[c:8]1[cH:9][cH:10][cH:11][cH:12][cH:13]1)[CH3:14].[CH3:30][CH2:31][O-:32].[CH3:33][CH2:34][OH:35].[ClH:1].[Na+:29]>>[CH2:4]([CH2:5][C:6](=[O:7])[c:8]1[cH:9][cH:10][cH:11][cH:12][cH:13]1)[CH:23]([C:15]([c:16]1[cH:17][cH:18][cH:19][cH:20][cH:21]1)=[O:22])[C:24](=[O:25])[O:26][CH2:27][CH3:28]. The reactants are C1=COc2c(cccc2N2CCN(C3Cc4ccccc4C3)CC2)OC1, Cc1ccc(S(=O)(=O)OC2Cc3ccccc3C2)cc1. The product is C1=COc2c(cccc2N2CCNCC2)OC1. Reaction SMILES: [O:1]1[CH2:2][CH:3]=[CH:4][O:5][c:6]2[c:7]1[cH:8][cH:9][cH:10][c:11]2[N:12]1[CH2:13][CH2:14][N:15]([CH:18]2[CH2:19][c:20]3[c:21]([cH:22][cH:23][cH:24][cH:25]3)[CH2:26]2)[CH2:16][CH2:17]1.[O:27]([CH:28]1[CH2:29][c:30]2[c:31]([cH:32][cH:33][cH:34][cH:35]2)[CH2:36]1)[S:37]([c:38]1[cH:39][cH:40][c:41]([CH3:42])[cH:43][cH:44]1)(=[O:45])=[O:46]>>[O:1]1[CH2:2][CH:3]=[CH:4][O:5][c:6]2[c:7]1[cH:8][cH:9][cH:10][c:11]2[N:12]1[CH2:13][CH2:14][NH:15][CH2:16][CH2:17]1.